Dataset: the Open Reaction Database (ORD), a public repository of structured organic reaction records. Task: describe an organic reaction: reactants, conditions, products, and yield The reactants are CC(C(=O)OC(Cc1ccccc1)CC1CCN(CC2CN(Cc3ccc(Cl)cc3Cl)CC2c2ccsc2)CC1)c1ccccc1, ClC(Cl)Cl. Product: OC(Cc1ccccc1)CC1CCN(CC2CN(Cc3ccc(Cl)cc3Cl)CC2c2ccsc2)CC1. As a reaction SMILES: [Cl:1][c:2]1[c:3]([CH2:4][N:5]2[CH2:6][CH:7]([CH2:15][N:16]3[CH2:17][CH2:18][CH:19]([CH2:22][CH:23]([CH2:24][c:25]4[cH:26][cH:27][cH:28][cH:29][cH:30]4)[O:31][C:32](=[O:33])[CH:34]([c:35]4[cH:36][cH:37][cH:38][cH:39][cH:40]4)[CH3:41])[CH2:20][CH2:21]3)[CH:8]([c:10]3[cH:11][s:12][cH:13][cH:14]3)[CH2:9]2)[cH:42][cH:43][c:44]([Cl:46])[cH:45]1.[Cl:47][CH:48]([Cl:49])[Cl:50]>>[Cl:1][c:2]1[c:3]([CH2:4][N:5]2[CH2:6][CH:7]([CH2:15][N:16]3[CH2:17][CH2:18][CH:19]([CH2:22][CH:23]([CH2:24][c:25]4[cH:26][cH:27][cH:28][cH:29][cH:30]4)[OH:31])[CH2:20][CH2:21]3)[CH:8]([c:10]3[cH:11][s:12][cH:13][cH:14]3)[CH2:9]2)[cH:42][cH:43][c:44]([Cl:46])[cH:45]1. Starting materials: O.Cl.N[C@@H](CS)C(=O)O (L-cysteine hydrochloride hydrate), C(C)(C)(C)OC(=O)NCCCBr (3-(t-butoxycarbonylamino)propyl bromide). The solvent is C(C)O (ethanol), O (water), [OH-].[Na+] (NaOH). Conditions: time 4 hour. Product: C(C)(C)(C)OC(=O)NCCCSC[C@H](N)C(=O)O (S-(3-t-butoxycarbonylaminopropyl)-L-cysteine). Yield: 55.1%. RXN SMILES: O.Cl.[NH2:3][C@H:4]([C:7]([OH:9])=[O:8])[CH2:5][SH:6].[C:10]([O:14][C:15]([NH:17][CH2:18][CH2:19][CH2:20]Br)=[O:16])([CH3:13])([CH3:12])[CH3:11]>C(O)C.O.[OH-].[Na+]>[C:10]([O:14][C:15]([NH:17][CH2:18][CH2:19][CH2:20][S:6][CH2:5][C@@H:4]([C:7]([OH:9])=[O:8])[NH2:3])=[O:16])([CH3:13])([CH3:12])[CH3:11] |f:0.1.2,6.7|. Reported procedure: L-cysteine hydrochloride hydrate (13 g) was dissolved in a mixture of 100 ml of ethanol and 50 ml of water, and 2N-NaOH was added. While the solution was maintained at a pH of 10, 16 g of 3-(t-butoxycarbonylamino)propyl bromide was added. The mixture was stirred at room temperature for 4 hours. After neutralization, the reaction mixture was concentrated to dryness under reduced pressure. The residue was dissolved in 15% aqueous ammonia, and subjected to CHP20P column chromatography (0%→30% aceto... Reactants: O=C1N2C(=NC3=CC=C(C=C13)C(=O)N)C=CC=C2 (11-oxo-11-H-pyrido[2,1-b]quinazoline-2-carboxamide), C([O-])([O-])=O.[Na+].[Na+] (sodium carbonate), S(=O)(Cl)Cl (thionyl chloride), S(=O)(Cl)Cl (thionyl chloride). Solvent: CN(C=O)C (dimethylformamide). Conditions: time 10 hour. Product: C(#N)C=1C=C2C(N3C(=NC2=CC1)C=CC=C3)=O (2-Cyano-11-oxo-11-H-pyrido[2,1-b]quinazoline). Reaction SMILES: [O:1]=[C:2]1[C:11]2[C:6](=[CH:7][CH:8]=[C:9]([C:12]([NH2:14])=O)[CH:10]=2)[N:5]=[C:4]2[CH:15]=[CH:16][CH:17]=[CH:18][N:3]12.S(Cl)(Cl)=O.C(=O)([O-])[O-].[Na+].[Na+]>CN(C)C=O>[C:12]([C:9]1[CH:10]=[C:11]2[C:6](=[CH:7][CH:8]=1)[N:5]=[C:4]1[CH:15]=[CH:16][CH:17]=[CH:18][N:3]1[C:2]2=[O:1])#[N:14] |f:2.3.4|. Reported procedure: 4.8 gm of 11-oxo-11-H-pyrido[2,1-b]quinazoline-2-carboxamide (see Example 14) were suspended in 150 ml of dimethylformamide, the suspension was heated to 50°-60° C, and 3.3 ml of thionyl chloride were added dropwise to the hot suspension. After all of the thionyl chloride had been added, the mixture was stirred for 10 hours at 90°-100° C. Thereafter, the reaction mixture was neutralized with a dilute aqueous sodium carbonate solution, and the precipitate was collected by suction filtration and r... Reactants: C(C1=CC=CC=C1)[C@@H]1COC2=CC=C(C=C2[C@H]1O)O (trans-3-benzyl-4,6-chromandiol), BrCC1=NC(=CC=C1)C (2-(bromomethyl)-6-methyl pyridine). Yields the product C(C1=CC=CC=C1)[C@@H]1COC2=CC=C(C=C2[C@H]1O)OCC1=NC(=CC=C1)C (trans-3-Benzyl-6-(6-methyl-2-pyridyl)methoxy-4-chromanol). RXN SMILES: [CH2:1]([C@H:8]1[C@H:17]([OH:18])[C:16]2[C:11](=[CH:12][CH:13]=[C:14]([OH:19])[CH:15]=2)[O:10][CH2:9]1)[C:2]1[CH:7]=[CH:6][CH:5]=[CH:4][CH:3]=1.Br[CH2:21][C:22]1[CH:27]=[CH:26][CH:25]=[C:24]([CH3:28])[N:23]=1>>[CH2:1]([C@H:8]1[C@H:17]([OH:18])[C:16]2[C:11](=[CH:12][CH:13]=[C:14]([O:19][CH2:21][C:22]3[CH:27]=[CH:26][CH:25]=[C:24]([CH3:28])[N:23]=3)[CH:15]=2)[O:10][CH2:9]1)[C:2]1[CH:7]=[CH:6][CH:5]=[CH:4][CH:3]=1. Reported procedure: By the method of Example 5, 500 mg (1.96 mmol) of trans-3-benzyl-4,6-chromandiol and 401 mg of 2-(bromomethyl)-6-methyl pyridine were converted to present title product, purified by flash chromatography on silica gel using 1:1 ethyl acetate:hexane as eluant to yield 0.38 g (53%) of present title product as white crystals, m.p. 87°-90° C. The reagents and catalysts are Cl[Pd-2](P(C1=CC=CC=C1)(C1=CC=CC=C1)C1=CC=CC=C1)(P(C1=CC=CC=C1)(C1=CC=CC=C1)C1=CC=CC=C1)Cl (dichloro[bis(triphenylphosphino)]-palladium(II)). The reactants are C(C)#N (acetonitrile), C1OCC2=CC(=CC=C12)B1OC(C(O1)(C)C)(C)C (2-(1,3-dihydroisobenzofuran-5-yl)-4,4,5,5-tetramethyl-1,3,2-dioxaborolane), NC1=C(C(=NC(=C1F)Cl)C(=O)OC)Cl (methyl 4-amino-3,6-dichloro-5-fluoropicolinate), C([O-])([O-])=O.[Na+].[Na+] (sodium carbonate). The product is NC1=C(C(=NC(=C1F)C=1C=C2COCC2=CC1)C(=O)OC)Cl (Methyl 4-amino-3-chloro-6-(1,3-dihydroisobenzofuran-5-yl)-5-fluoropicolinate). Conditions: temperature 85 celsius, time 4 hour. Isolated yield 22.1%. As a reaction SMILES: [CH2:1]1[C:9]2[C:4](=[CH:5][C:6](B3OC(C)(C)C(C)(C)O3)=[CH:7][CH:8]=2)[CH2:3][O:2]1.[NH2:19][C:20]1[C:25]([F:26])=[C:24](Cl)[N:23]=[C:22]([C:28]([O:30][CH3:31])=[O:29])[C:21]=1[Cl:32].C(=O)([O-])[O-].[Na+].[Na+].C(#N)C>O.Cl[Pd-2](Cl)(P(C1C=CC=CC=1)(C1C=CC=CC=1)C1C=CC=CC=1)P(C1C=CC=CC=1)(C1C=CC=CC=1)C1C=CC=CC=1>[NH2:19][C:20]1[C:25]([F:26])=[C:24]([C:6]2[CH:5]=[C:4]3[C:9](=[CH:8][CH:7]=2)[CH2:1][O:2][CH2:3]3)[N:23]=[C:22]([C:28]([O:30][CH3:31])=[O:29])[C:21]=1[Cl:32] |f:2.3.4|. Run in O (water), O (water). Procedure details: To the crude 2-(1,3-dihydroisobenzofuran-5-yl)-4,4,5,5-tetramethyl-1,3,2-dioxaborolane (estimated to be 570 mg, 2.3 mmol, 1.1 equiv) was added methyl 4-amino-3,6-dichloro-5-fluoropicolinate (500 mg, 2.1 mmol, 1.0 equiv), dichloro[bis(triphenylphosphino)]-palladium(II) (150 mg, 0.21 mmol, 0.10 equiv), and sodium carbonate (240 mg, 2.3 mmol, 1.1 equiv) followed by a 1:1 mixture of water:acetonitrile (7.0 mL) at 23° C. The resulting dark orange/brown mixture was heated to 85° C. and stirred for 4 h... The reactants are COC(=O)CO, CCc1cc2c(Cl)ncnc2n1Cc1ccccc1, [H-], [Na+], c1ccccc1. The product is CCc1cc2c(OCC(=O)OC)ncnc2n1Cc1ccccc1. As a reaction SMILES: [C:3]([CH2:4][OH:5])(=[O:6])[O:7][CH3:8].[Cl:9][c:10]1[c:11]2[c:12]([n:13][cH:14][n:15]1)[n:16]([CH2:21][c:22]1[cH:23][cH:24][cH:25][cH:26][cH:27]1)[c:17]([CH2:19][CH3:20])[cH:18]2.[H-:1].[Na+:2].[cH:28]1[cH:29][cH:30][cH:31][cH:32][cH:33]1>>[C:3]([CH2:4][O:5][c:10]1[c:11]2[c:12]([n:13][cH:14][n:15]1)[n:16]([CH2:21][c:22]1[cH:23][cH:24][cH:25][cH:26][cH:27]1)[c:17]([CH2:19][CH3:20])[cH:18]2)(=[O:6])[O:7][CH3:8].